The task is: describe an organic reaction: reactants, conditions, products, and yield. This data is from the Open Reaction Database (ORD), a public repository of structured organic reaction records. As a reaction SMILES: [CH3:1][O:2][C:3]1[CH:4]=[C:5]([CH:31]=[CH:32][C:33]=1[O:34][CH3:35])[CH2:6][CH:7]1[C:16]2[C:11](=[C:12]([O:18][CH3:19])[CH:13]=[CH:14][C:15]=2[OH:17])[CH2:10][CH2:9][N:8]1[CH2:20][C:21]([NH:23][CH2:24][C:25]1[CH:30]=[CH:29][CH:28]=[CH:27][N:26]=1)=[O:22].[CH:36]1([CH2:39]Br)[CH2:38][CH2:37]1>>[CH3:1][O:2][C:3]1[CH:4]=[C:5]([CH:31]=[CH:32][C:33]=1[O:34][CH3:35])[CH2:6][CH:7]1[C:16]2[C:11](=[C:12]([O:18][CH3:19])[CH:13]=[CH:14][C:15]=2[O:17][CH2:39][CH:36]2[CH2:38][CH2:37]2)[CH2:10][CH2:9][N:8]1[CH2:20][C:21]([NH:23][CH2:24][C:25]1[CH:30]=[CH:29][CH:28]=[CH:27][N:26]=1)=[O:22]. The reactants are COC=1C=C(CC2N(CCC3=C(C=CC(=C23)O)OC)CC(=O)NCC2=NC=CC=C2)C=CC1OC (2-[1-(3,4-dimethoxy-benzyl)-8-hydroxy-5-methoxy-3,4-dihydro-1H-isoquinolin-2-yl]-N-(pyridin-2-yl-methyl)-acetamide), C1(CC1)CBr (cyclopropyl-methyl bromide). Procedure details: prepared by reaction of 2-[1-(3,4-dimethoxy-benzyl)-8-hydroxy-5-methoxy-3,4-dihydro-1H-isoquinolin-2-yl]-N-(pyridin-2-yl-methyl)-acetamide with cyclopropyl-methyl bromide Product: COC=1C=C(CC2N(CCC3=C(C=CC(=C23)OCC2CC2)OC)CC(=O)NCC2=NC=CC=C2)C=CC1OC (2-[1-(3,4-dimethoxy-benzyl)-8-(cyclopropyl-methoxy)-5-methoxy-3,4-dihydro-1H-isoquinolin-2-yl]-N-(pyridin-2-yl-methyl)-acetamide). Starting materials: CC(C)(C)C(=O)Nc1ccc(Cl)cc1C(=O)c1cccnc1, [Na+], [OH-], O=S(=O)(O)O. Yields the product Nc1ccc(Cl)cc1C(=O)c1cccnc1. As a reaction SMILES: [Cl:1][c:2]1[cH:3][c:4]([C:15](=[O:16])[c:17]2[cH:18][n:19][cH:20][cH:21][cH:22]2)[c:5]([NH:8][C:9](=[O:10])[C:11]([CH3:12])([CH3:13])[CH3:14])[cH:6][cH:7]1.[Na+:24].[OH-:23].[S:25](=[O:26])(=[O:27])([OH:28])[OH:29]>>[Cl:1][c:2]1[cH:3][c:4]([C:15](=[O:16])[c:17]2[cH:18][n:19][cH:20][cH:21][cH:22]2)[c:5]([NH2:8])[cH:6][cH:7]1. The reactants are c1(ccccc1)CN, C(O[Al-](OC(C)(C)C)OC(C)(C)C)(C)(C)C.[Li+], C1CN(C[C@@H](C1=O)O)S(=O)(=O)C. Reagents/catalysts: c1ccc(cc1)-c2c3ccccc3cc4ccccc24 (9-Phenylanthracene). Run at temperature 25 celsius, time 18 hour. The product is CS(=O)(=O)N1CC[C@@H](N)[C@@H](O)C1. As a reaction SMILES: [CH3:1][S:2]([N:5]1[CH2:11][C@H:9]([OH:10])[C:8](=O)[CH2:7][CH2:6]1)(=[O:4])=[O:3].[NH2:12]Cc1ccccc1.[Li+].CC(O[AlH-](OC(C)(C)C)OC(C)(C)C)(C)C>>[CH3:1][S:2]([N:5]1[CH2:11][C@H:9]([OH:10])[C@H:8]([NH2:12])[CH2:7][CH2:6]1)(=[O:4])=[O:3]. Reactants: C1(\C=C/C(=O)O1)=O (maleic anhydride), C=CC1=CC=CC=C1 (styrene), C1(\C=C/C(=O)O1)=O (maleic anhydride). Run in C=1(C(=CC=CC1)C)C (xylene), C=1(C(=CC=CC1)C)C (xylene). Reaction conditions: temperature 140 celsius. Yields the product 3-aminophenylboronic acid ethylene glycol ester, C=CC1=CC=CC=C1.C=CC(C)=C.C=CC1=CC=CC=C1 (styrene-isoprene-styrene). As a reaction SMILES: C1(=O)OC(=O)C=C1.[CH2:8]=[CH:9][C:10]1[CH:15]=[CH:14][CH:13]=[CH:12][CH:11]=1>C1(C)C(C)=CC=CC=1>[CH2:8]=[CH:9][C:10]1[CH:15]=[CH:14][CH:13]=[CH:12][CH:11]=1.[CH2:8]=[CH:9][C:10](=[CH2:11])[CH3:15].[CH2:8]=[CH:9][C:10]1[CH:15]=[CH:14][CH:13]=[CH:12][CH:11]=1 |f:3.4.5|. Reported procedure: A separable flask equipped with a stirrer and a cooler was charged with 30 g of a maleic anhydride modified hydrogenated styrene-isoprene-styrene block copolymer (styrene content: 35%, degree of hydrogenation: 96%, maleic anhydride content: 0.03 meq/g) and 100 g of xylene. Separately, a solution of 3-aminophenylboronic acid ethylene glycol ester in xylene was prepared by dehydrating distillation of a mixture of 20 g of xylene, 310 mg of 3-aminophenylboronic acid hydrate and 120 mg of ethylene gl... Procedure: To a solution of 73.7 g of 3-benzylamino quinuclidine in water (≃300 to 400 ml) are added, while cooling to 5° C., 51 ml of a 40% aqueous formaldehyde solution. Then after the addition, the mixture is left for 30 minutes at 5° C., then 32 g of sodium cyanoborohydride are added within 1 to 2 hours. Then it is left at room temperature for 12 hours, extracted with ethyl acetate, the mixture obtained is dried on sodium (or magnesium) sulfate, filtered, the filtrate is evaporated and the residue is d... Solvent: O (water). Starting materials: C=O (formaldehyde), C(C1=CC=CC=C1)NC1CN2CCC1CC2 (3-benzylamino quinuclidine), C(#N)[BH3-].[Na+] (sodium cyanoborohydride). The product is CNC1CN2CCC1CC2 (3-methylamino quinuclidine). Run at temperature 5 celsius, time 30 minute. Reaction SMILES: [CH2:1]([NH:8][CH:9]1[CH:14]2[CH2:15][CH2:16][N:11]([CH2:12][CH2:13]2)[CH2:10]1)C1C=CC=CC=1.C=O.C([BH3-])#N.[Na+]>O>[CH3:1][NH:8][CH:9]1[CH:14]2[CH2:15][CH2:16][N:11]([CH2:12][CH2:13]2)[CH2:10]1 |f:2.3|.